Dataset: the Open Reaction Database (ORD), a public repository of structured organic reaction records. Task: describe an organic reaction: reactants, conditions, products, and yield The reactants are C(CCCC)NC(=O)N1CC(C1)C1=C(C=C(C=C1)OCC1=CC=CC=C1)OCC1=CC=CC=C1 (3-(2,4-bis(benzyloxy)phenyl)azetidine-1-carboxylic acid pentylamide). Reagents/catalysts: [Pd] (palladium-on-charcoal). Solvent: CO (methanol). Run at time 6 hour. Yields the product C(CCCC)NC(=O)N1CC(C1)C1=C(C=C(C=C1)O)O (3-(2,4-Dihydroxyphenyl)azetidine-1-carboxylic acid pentylamide). As a reaction SMILES: [CH2:1]([NH:6][C:7]([N:9]1[CH2:12][CH:11]([C:13]2[CH:18]=[CH:17][C:16]([O:19]CC3C=CC=CC=3)=[CH:15][C:14]=2[O:27]CC2C=CC=CC=2)[CH2:10]1)=[O:8])[CH2:2][CH2:3][CH2:4][CH3:5]>CO.[Pd]>[CH2:1]([NH:6][C:7]([N:9]1[CH2:12][CH:11]([C:13]2[CH:18]=[CH:17][C:16]([OH:19])=[CH:15][C:14]=2[OH:27])[CH2:10]1)=[O:8])[CH2:2][CH2:3][CH2:4][CH3:5]. Reported procedure: In a 10 ml round-bottomed flask, 0.2 g of 3-(2,4-bis(benzyloxy)phenyl)azetidine-1-carboxylic acid pentylamide is dissolved in 6 ml of methanol in the presence of 0.1 g of palladium-on-charcoal at 10%. The reaction mixture is stirred for 6 hours under a hydrogen atmosphere. The reaction mixture is filtered and the residue is then chromatographed on silica gel (95/5 dichloromethane/methanol). The reactants are C([O-])(O)=O.[Na+] (sodium bicarbonate), C1(=CC=CC=C1)C (toluene), COC1=CC=C(C=C1)N (p-anisidine), ClCCC(=O)Cl (3-chloropropionyl chloride). Product: CC1=C(C=CC(=C1)Cl)OCC(=O)O (MCPA). Reaction SMILES: [C:1](=[O:4])(O)[O-:2].[Na+].[CH3:6][O:7][C:8]1[CH:13]=[CH:12]C(N)=CC=1.Cl[CH2:16][CH2:17][C:18]([Cl:20])=O.[C:21]1(C)C=CC=CC=1>>[CH3:21][C:13]1[CH:12]=[C:18]([Cl:20])[CH:17]=[CH:16][C:8]=1[O:7][CH2:6][C:1]([OH:2])=[O:4] |f:0.1|. Reported procedure: In the most preferred of these processes, p-anisidine is dissolved in a sufficient amount of toluene to produce an approximately 3 to 5 M solution, more preferably about 4 M solution. Between 1 and 2 equivalents, more preferably about 1.5 equivalents, of sodium bicarbonate (“NaHCO3”) are suspended in the p-anisidine solution and the resulting suspension is stirred while an approximately equivalent amount 3-chloropropionyl chloride (i.e. 1-1.2 eq.) is added dropwise to the stirred suspension. The... Starting materials: BrC=1C(=NC(=NC1)NCCN1C(NC(C1(C)C)=O)=O)C=1SC(=CC1)Cl (1-{2-[5-bromo-4-(5-chlorothiophen-2-yl)pyrimidin-2-ylamino]ethyl}-5,5-dimethylimidazolidine-2,4-dione), OC=1C=C(C=CC1)B(O)O (3-hydroxyphenylboronic acid). The product is ClC1=CC=C(S1)C1=NC(=NC=C1C1=CC(=CC=C1)O)NCCN1C(NC(C1(C)C)=O)=O (1-{2-[4-(5-Chlorothiophen-2-yl)-5-(3-hydroxyphenyl)pyrimidin-2-ylamino]ethyl}-5,5-dimethylimidazolidine-2,4-dione). Reaction SMILES: Br[C:2]1[C:3]([C:20]2[S:21][C:22]([Cl:25])=[CH:23][CH:24]=2)=[N:4][C:5]([NH:8][CH2:9][CH2:10][N:11]2[C:15]([CH3:17])([CH3:16])[C:14](=[O:18])[NH:13][C:12]2=[O:19])=[N:6][CH:7]=1.[OH:26][C:27]1[CH:28]=[C:29](B(O)O)[CH:30]=[CH:31][CH:32]=1>>[Cl:25][C:22]1[S:21][C:20]([C:3]2[C:2]([C:31]3[CH:30]=[CH:29][CH:28]=[C:27]([OH:26])[CH:32]=3)=[CH:7][N:6]=[C:5]([NH:8][CH2:9][CH2:10][N:11]3[C:15]([CH3:17])([CH3:16])[C:14](=[O:18])[NH:13][C:12]3=[O:19])[N:4]=2)=[CH:24][CH:23]=1. Reported procedure: The title compound was prepared from 1-{2-[5-bromo-4-(5-chlorothiophen-2-yl)pyrimidin-2-ylamino]ethyl}-5,5-dimethylimidazolidine-2,4-dione and 3-hydroxyphenylboronic acid in a manner analogous to Example 269. MS (M+H)+ 458. The reactants are Cl (hydrochloric acid), C(C)(C)OC1=CC=C(C=C1)C=1C=CC2=C(C=C(CCS2(=O)=O)C(=O)OC)C1 (methyl 7-(4-isopropoxyphenyl)-1,1-dioxo-2,3-dihydro-1-benzothiepine-4-carboxylate), Cl (hydrochloric acid). Run in COCCOC (1,2-dimethoxyethane), COCCOC (1,2-dimethoxyethane). Conditions: temperature 70 celsius, time 18 hour. Product: C(C)(C)OC1=CC=C(C=C1)C=1C=CC2=C(C=C(CCS2(=O)=O)C(=O)O)C1 (7-(4-isopropoxyphenyl)-1,1-dioxo-2,3-dihydro-1-benzothiepine-4-carboxylic acid). Yield: 95.6%. Reaction SMILES: [CH:1]([O:4][C:5]1[CH:10]=[CH:9][C:8]([C:11]2[CH:12]=[CH:13][C:14]3[S:20](=[O:22])(=[O:21])[CH2:19][CH2:18][C:17]([C:23]([O:25]C)=[O:24])=[CH:16][C:15]=3[CH:27]=2)=[CH:7][CH:6]=1)([CH3:3])[CH3:2].Cl>COCCOC>[CH:1]([O:4][C:5]1[CH:10]=[CH:9][C:8]([C:11]2[CH:12]=[CH:13][C:14]3[S:20](=[O:21])(=[O:22])[CH2:19][CH2:18][C:17]([C:23]([OH:25])=[O:24])=[CH:16][C:15]=3[CH:27]=2)=[CH:7][CH:6]=1)([CH3:3])[CH3:2]. Procedure details: To a solution of methyl 7-(4-isopropoxyphenyl)-1,1-dioxo-2,3-dihydro-1-benzothiepine-4-carboxylate (250 mg) in 1,2-dimethoxyethane (10 ml) was added 6N hydrochloric acid (3 ml), and the mixture was stirred at 70° C. for 18 hours. To the mixture were added 1,2-dimethoxyethane (10 ml) and 6N hydrochloric acid (5 ml), and the mixture was stirred at 70° C. for 4 days, cooled to room temperature and extracted with ethyl acetate. The organic layer was washed with saturated brine; dried with magnesium ... The reactants are O=C1CCC(=O)N1Br, C1CCOC1, c1ccc(-c2cn3c(n2)-c2ccccc2Nc2ncccc2-3)cc1. Product: Brc1c(-c2ccccc2)nc2n1-c1cccnc1Nc1ccccc1-2. As a reaction SMILES: [Br:25][N:26]1[C:27](=[O:28])[CH2:29][CH2:30][C:31]1=[O:32].[CH2:33]1[O:34][CH2:35][CH2:36][CH2:37]1.[c:1]1(-[c:7]2[n:8][c:9]3[n:10]([cH:24]2)-[c:11]2[c:12]([n:20][cH:21][cH:22][cH:23]2)[NH:13][c:14]2[c:15]-3[cH:16][cH:17][cH:18][cH:19]2)[cH:2][cH:3][cH:4][cH:5][cH:6]1>>[c:1]1(-[c:7]2[n:8][c:9]3[n:10]([c:24]2[Br:25])-[c:11]2[c:12]([n:20][cH:21][cH:22][cH:23]2)[NH:13][c:14]2[c:15]-3[cH:16][cH:17][cH:18][cH:19]2)[cH:2][cH:3][cH:4][cH:5][cH:6]1. Procedure: A mixture of tert-butyl 4-{[5-(1H-tetrazol-1-yl)pyridin-2-yl]acetyl}piperazine-1-carboxylate (30 mg, 0.08 mmol) in HCl/EtOAc (5 mL) was stirred for 3 hours at room temperature. The reaction mixture was concentrated under reduce pressure to give 1-(piperazin-1-yl)-2-[5-(1H-tetrazol-1-yl)pyridin-2-yl]ethanone hydrochloride. MS m/z 274 (M+1)+. Reactants: N1(N=NN=C1)C=1C=CC(=NC1)CC(=O)N1CCN(CC1)C(=O)OC(C)(C)C (tert-butyl 4-{[5-(1H-tetrazol-1-yl)pyridin-2-yl]acetyl}piperazine-1-carboxylate), Cl.CCOC(=O)C (HCl EtOAc). The product is Cl.N1(CCNCC1)C(CC1=NC=C(C=C1)N1N=NN=C1)=O (1-(piperazin-1-yl)-2-[5-(1H-tetrazol-1-yl)pyridin-2-yl]ethanone hydrochloride). Run at time 3 hour. Reaction SMILES: [N:1]1([C:6]2[CH:7]=[CH:8][C:9]([CH2:12][C:13]([N:15]3[CH2:20][CH2:19][N:18](C(OC(C)(C)C)=O)[CH2:17][CH2:16]3)=[O:14])=[N:10][CH:11]=2)[CH:5]=[N:4][N:3]=[N:2]1.[ClH:28].CCOC(C)=O>>[ClH:28].[N:15]1([C:13](=[O:14])[CH2:12][C:9]2[CH:8]=[CH:7][C:6]([N:1]3[CH:5]=[N:4][N:3]=[N:2]3)=[CH:11][N:10]=2)[CH2:16][CH2:17][NH:18][CH2:19][CH2:20]1 |f:1.2,3.4|. Reactants: C=C(C)c1cccc(C(F)(F)F)n1, CCCCCC, O=C1CCC(=O)N1Cl, c1ccccc1. The product is C=C(CCl)c1cccc(C(F)(F)F)n1. RXN SMILES: [C:1](=[CH2:2])([CH3:3])[c:4]1[n:5][c:6]([C:10]([F:11])([F:12])[F:13])[cH:7][cH:8][cH:9]1.[CH3:28][CH2:29][CH2:30][CH2:31][CH2:32][CH3:33].[Cl:14][N:15]1[C:16](=[O:17])[CH2:18][CH2:19][C:20]1=[O:21].[cH:22]1[cH:23][cH:24][cH:25][cH:26][cH:27]1>>[C:1]([CH2:2][Cl:14])(=[CH2:3])[c:4]1[n:5][c:6]([C:10]([F:11])([F:12])[F:13])[cH:7][cH:8][cH:9]1. Starting materials: OC1=CC=C(C=C1)CCN1C(C=2C(C1=O)=CC(=CC2)OCCCCC)=O (N-2-(4-hydroxyphenyl)ethyl-4-pentyloxyphthalimide), [H-].[H-].[H-].[H-].[Li+].[Al+3] (LAH), Cl (hydrochloric acid). Solvent: C1CCOC1 (THF), C1CCOC1 (THF). Conditions: time 3.5 hour. The product is OC1=CC=C(C=C1)CCN1CC2=CC=CC(=C2C1)OCCCCC (N-2-(4-hydroxyphenyl)ethyl-4-pentyloxyisoindoline). Yield: 188.5%. RXN SMILES: [H-].[H-].[H-].[H-].[Li+].[Al+3].[OH:7][C:8]1[CH:13]=[CH:12][C:11]([CH2:14][CH2:15][N:16]2[C:20](=O)[C:19]3=[CH:22][C:23](OCCCCC)=[CH:24][CH:25]=[C:18]3[C:17]2=O)=[CH:10][CH:9]=1.Cl>C1COCC1>[OH:7][C:8]1[CH:13]=[CH:12][C:11]([CH2:14][CH2:15][N:16]2[CH2:20][C:19]3[C:18](=[CH:25][CH:24]=[CH:23][C:22]=3[O:7][CH2:8][CH2:9][CH2:10][CH2:11][CH3:12])[CH2:17]2)=[CH:10][CH:9]=1 |f:0.1.2.3.4.5|. Reported procedure: A suspension of LAH (40 mg, 1.1 mmol) in THF (1 ml) was added to a solution of N-2-(4-hydroxyphenyl)ethyl-4-pentyloxyphthalimide (208 mg, 0.59 mmol) in THF (1 ml) at 0° C. The mixture was stirred at room temperature for 3.5 hours. This reaction mixture was poured into a 3N aqueous hydrochloric acid solution (20 ml). The mixture was extracted with ethyl acetate (20 ml×3), and washed with a saturated aqueous sodium hydrogencarbonate solution (20 ml) and saturated brine (30 ml). The organic layer w... The reactants are C(C1=CC=CC=C1)C1C(N(N(C1=O)C1=CC=CC=C1)C1=CC=CC=C1)=O (4-benzyl-1,2-diphenyl-3,5-pyrazolidinedione), OO (H2O2). Run in C(C)(=O)O (acetic acid). The product is C(C1=CC=CC=C1)C1(C(N(N(C1=O)C1=CC=CC=C1)C1=CC=CC=C1)=O)O (4-Benzyl-1,2-diphenyl-4-hydroxy-3,5-pyrazolidinedione). RXN SMILES: [CH2:1]([CH:8]1[C:12](=[O:13])[N:11]([C:14]2[CH:19]=[CH:18][CH:17]=[CH:16][CH:15]=2)[N:10]([C:20]2[CH:25]=[CH:24][CH:23]=[CH:22][CH:21]=2)[C:9]1=[O:26])[C:2]1[CH:7]=[CH:6][CH:5]=[CH:4][CH:3]=1.[OH:27]O>C(O)(=O)C>[CH2:1]([C:8]1([OH:27])[C:9](=[O:26])[N:10]([C:20]2[CH:21]=[CH:22][CH:23]=[CH:24][CH:25]=2)[N:11]([C:14]2[CH:15]=[CH:16][CH:17]=[CH:18][CH:19]=2)[C:12]1=[O:13])[C:2]1[CH:3]=[CH:4][CH:5]=[CH:6][CH:7]=1. Procedure details: Prepared from 4-benzyl-1,2-diphenyl-3,5-pyrazolidinedione (3.3 g; 9.6 mmol), 35% H2O2 (1.4 ml; 16.3 mmol), and acetic acid (50 ml) using the procedure of Example 10 to give 1.0 g (30%). Starting materials: C(N)(=O)C=1C(=NC(=NC1Cl)SC)NC1=C(C=C(C=C1F)N1CCN(CC1)C(=O)OC(C)(C)C)F (tert-butyl 4-(4-(5-carbamoyl-6-chloro-2-(methylthio)pyrimidin-4-ylamino)-3,5-difluorophenyl)piperazine-1-carboxylate), NN (hydrazine). The solvent is O1CCOCC1 (1,4-dioxane). Conditions: time 3 hour. Product: C(N)(=O)C=1C(=NC(=NC1NN)SC)NC1=C(C=C(C=C1F)N1CCN(CC1)C(=O)OC(C)(C)C)F (tert-butyl 4-(4-(5-carbamoyl-6-hydrazinyl-2-(methylthio)pyrimidin-4-ylamino)-3,5-difluorophenyl)piperazine-1-carboxylate). Reaction SMILES: [C:1]([C:4]1[C:5]([NH:13][C:14]2[C:19]([F:20])=[CH:18][C:17]([N:21]3[CH2:26][CH2:25][N:24]([C:27]([O:29][C:30]([CH3:33])([CH3:32])[CH3:31])=[O:28])[CH2:23][CH2:22]3)=[CH:16][C:15]=2[F:34])=[N:6][C:7]([S:11][CH3:12])=[N:8][C:9]=1Cl)(=[O:3])[NH2:2].[NH2:35][NH2:36]>O1CCOCC1>[C:1]([C:4]1[C:5]([NH:13][C:14]2[C:19]([F:20])=[CH:18][C:17]([N:21]3[CH2:26][CH2:25][N:24]([C:27]([O:29][C:30]([CH3:33])([CH3:32])[CH3:31])=[O:28])[CH2:23][CH2:22]3)=[CH:16][C:15]=2[F:34])=[N:6][C:7]([S:11][CH3:12])=[N:8][C:9]=1[NH:35][NH2:36])(=[O:3])[NH2:2]. Reported procedure: To a solution of the product of Example 16E (380 mg, 0.74 mmol) in 1,4-dioxane (10 mL) was added hydrazine (185 mg, 3.68 mmol) and the mixture was stirred at ambient temperature for 3 hours. The mixture was concentrated and the residue was recrystallized from ethanol to give the title compound. MS: 495 (M+H+).